From a dataset of the Open Reaction Database (ORD), a public repository of structured organic reaction records. describe an organic reaction: reactants, conditions, products, and yield Reactants: CCOC(C)=O, CN(C)C=O, [N-]=[N+]=[N-], [Na+], O=C(c1ccc(F)c(F)c1Nc1ccc(I)cc1F)N1CC2(C1)OC2CC1OCCO1. Yields the product [N-]=[N+]=NC(CC1OCCO1)C1(O)CN(C(=O)c2ccc(F)c(F)c2Nc2ccc(I)cc2F)C1. As a reaction SMILES: [CH3:36][CH2:37][O:38][C:39](=[O:40])[CH3:41].[CH3:42][N:43]([CH3:44])[CH:45]=[O:46].[N-:33]=[N+:34]=[N-:35].[Na+:32].[O:1]1[CH:2]([CH2:6][CH:7]2[O:8][C:9]23[CH2:10][N:11]([C:13](=[O:14])[c:15]2[cH:16][cH:17][c:18]([F:31])[c:19]([F:30])[c:20]2[NH:21][c:22]2[c:23]([F:29])[cH:24][c:25]([I:28])[cH:26][cH:27]2)[CH2:12]3)[O:3][CH2:4][CH2:5]1>>[O:1]1[CH:2]([CH2:6][CH:7]([C:9]2([OH:8])[CH2:10][N:11]([C:13](=[O:14])[c:15]3[cH:16][cH:17][c:18]([F:31])[c:19]([F:30])[c:20]3[NH:21][c:22]3[c:23]([F:29])[cH:24][c:25]([I:28])[cH:26][cH:27]3)[CH2:12]2)[N:33]=[N+:34]=[N-:35])[O:3][CH2:4][CH2:5]1.